Dataset: the Open Reaction Database (ORD), a public repository of structured organic reaction records. Task: describe an organic reaction: reactants, conditions, products, and yield Reactants: BrC=1C(=NC=CC1)Cl (3-Bromo-2-chloropyridine), NC1=CC=C(C=C1)O (4-aminophenol), C([O-])([O-])=O.[Cs+].[Cs+] (cesium carbonate), CS(=O)C (DMSO). Run in ice water, O (water). Conditions: time 16 hour. Yields the product BrC=1C(=NC=CC1)OC1=CC=C(C=C1)N (4-(3-Bromopyridin-2-yloxy)benzenamine). RXN SMILES: [Br:1][C:2]1[C:3](Cl)=[N:4][CH:5]=[CH:6][CH:7]=1.[NH2:9][C:10]1[CH:15]=[CH:14][C:13]([OH:16])=[CH:12][CH:11]=1.C(=O)([O-])[O-].[Cs+].[Cs+].CS(C)=O>O>[Br:1][C:2]1[C:3]([O:16][C:13]2[CH:14]=[CH:15][C:10]([NH2:9])=[CH:11][CH:12]=2)=[N:4][CH:5]=[CH:6][CH:7]=1 |f:2.3.4|. Procedure details: 3-Bromo-2-chloropyridine (10.3 g, 53.4 mmol), 4-aminophenol (7.00 g, 64.1 mmol), cesium carbonate (34.8 g, 107 mmol), and DMSO (53 ml, 53.4 mmol) were added into a sealed tube. The tube was capped and placed in a preheated oil bath at 130° C. After 16 h, LC-MS showed mainly product. While the reaction mixture was stirring and cooling in ice-water, water was added to induce the product to precipitate out of the solution. A gray solid was obtained, washed with water, dried under vacuum at rt. MS m... Starting materials: NC=1C(=CC=C2C=CC=NC12)C=O (8-amino-7-quinolinecarbaldehyde), [OH-].[K+] (potassium hydroxide), O1CCOCC1 (dioxane). Yields the product N1=CC=CC2=CC=C3C=CC=NC3=C12 (Phenanthroline). As a reaction SMILES: [NH2:1][C:2]1[C:3]([CH:12]=O)=[CH:4][CH:5]=[C:6]2[C:11]=1[N:10]=[CH:9][CH:8]=[CH:7]2.[OH-].[K+].O1CCO[CH2:18][CH2:17]1>>[N:10]1[C:11]2[C:6](=[CH:5][CH:4]=[C:3]3[C:2]=2[N:1]=[CH:18][CH:17]=[CH:12]3)[CH:7]=[CH:8][CH:9]=1 |f:1.2|. Reported procedure: Connecting Unit 1′ (5.0 g) was reacted with 5.2 g of 8-amino-7-quinolinecarbaldehyde and 5.0 g of potassium hydroxide at 60° C. in dioxane and, by treatment in the normal way, Phen-1 (5.8 g) shown below was obtained. 1H-NMR (CDCl3, ppm): 9.2 (d, 2H), 8.8 (d, 1H), 8.5 (d, 1H), 8.2 (m, 3H), 8.1 (t, 2H), 7.9 (t, 2H), 7.7−7.5 (m, 8H), 7.4 (m, 1H), 7.3−7.2 (m, 5H), 7.1 (s, 1H), 6.8 (t, 1H), 6.5 (d, 1H) Starting materials: CCOC(=O)C1(F)C2CC(SCc3ccc(Cl)c(Cl)c3)C(N=[N+]=[N-])(C(=O)OCC)C21, ClCCl, O=C(OO)c1cccc(Cl)c1. Product: CCOC(=O)C1(F)C2CC(S(=O)Cc3ccc(Cl)c(Cl)c3)C(N=[N+]=[N-])(C(=O)OCC)C21. Reaction SMILES: [CH2:12]([CH3:13])[O:14][C:15](=[O:16])[C:17]1([N:39]=[N+:40]=[N-:41])[CH:18]2[C:19]([C:33](=[O:34])[O:35][CH2:36][CH3:37])([F:38])[CH:20]2[CH2:21][CH:22]1[S:23][CH2:24][c:25]1[cH:26][c:27]([Cl:32])[c:28]([Cl:31])[cH:29][cH:30]1.[Cl:42][CH2:43][Cl:44].[OH:1][O:2][C:3]([c:4]1[cH:5][c:6]([Cl:7])[cH:8][cH:9][cH:10]1)=[O:11]>>[O:1]=[S:23]([CH:22]1[C:17]([C:15]([O:14][CH2:12][CH3:13])=[O:16])([N:39]=[N+:40]=[N-:41])[CH:18]2[C:19]([C:33](=[O:34])[O:35][CH2:36][CH3:37])([F:38])[CH:20]2[CH2:21]1)[CH2:24][c:25]1[cH:26][c:27]([Cl:32])[c:28]([Cl:31])[cH:29][cH:30]1. Starting materials: ClCCl, CCOC(C)=O, O=C(Cl)OCc1ccccc1, C=CCC1C(N)C(=O)N1C(C(=O)OC)=C(C)C, Cc1cccc(C)n1. Product: C=CCC1C(NC(=O)OCc2ccccc2)C(=O)N1C(C(=O)OC)=C(C)C. RXN SMILES: [CH2:37]([Cl:38])[Cl:39].[CH3:40][CH2:41][O:42][C:43](=[O:44])[CH3:45].[Cl:26][C:27](=[O:28])[O:29][CH2:30][c:31]1[cH:32][cH:33][cH:34][cH:35][cH:36]1.[NH2:1][CH:2]1[C:3](=[O:17])[N:4]([C:9]([C:10](=[O:11])[O:12][CH3:13])=[C:14]([CH3:15])[CH3:16])[CH:5]1[CH2:6][CH:7]=[CH2:8].[n:18]1[c:19]([CH3:20])[cH:21][cH:22][cH:23][c:24]1[CH3:25]>>[NH:1]([CH:2]1[C:3](=[O:17])[N:4]([C:9]([C:10](=[O:11])[O:12][CH3:13])=[C:14]([CH3:15])[CH3:16])[CH:5]1[CH2:6][CH:7]=[CH2:8])[C:27](=[O:28])[O:29][CH2:30][c:31]1[cH:32][cH:33][cH:34][cH:35][cH:36]1.